The task is: describe an organic reaction: reactants, conditions, products, and yield. This data is from the Open Reaction Database (ORD), a public repository of structured organic reaction records. Reactants: [Li]C(C)(C)C, CN(C)C1(Cc2ccccc2)CCC(=O)CC1, C1CCOC1, CCCCC, c1ccc2occc2c1. Product: CN(C)C1(Cc2ccccc2)CCC(O)(c2cc3ccccc3o2)CC1. As a reaction SMILES: [C:10]([Li:11])([CH3:12])([CH3:13])[CH3:14].[CH2:20]([c:21]1[cH:22][cH:23][cH:24][cH:25][cH:26]1)[C:27]1([N:34]([CH3:35])[CH3:36])[CH2:28][CH2:29][C:30](=[O:33])[CH2:31][CH2:32]1.[CH2:37]1[O:38][CH2:39][CH2:40][CH2:41]1.[CH3:15][CH2:16][CH2:17][CH2:18][CH3:19].[o:1]1[c:2]2[c:3]([cH:4][cH:5]1)[cH:6][cH:7][cH:8][cH:9]2>>[o:1]1[c:2]2[c:3]([cH:4][c:5]1[C:30]1([OH:33])[CH2:29][CH2:28][C:27]([CH2:20][c:21]3[cH:22][cH:23][cH:24][cH:25][cH:26]3)([N:34]([CH3:35])[CH3:36])[CH2:32][CH2:31]1)[cH:6][cH:7][cH:8][cH:9]2. The reactants are CCOc1ccc(C2ON(C(=O)OC(C)(C)C)C(CO)C=C2C)cc1, CO, Cl. Product: Cl, CCOc1ccc(C2ONC(CO)C=C2C)cc1. RXN SMILES: [C:1]([O:2][C:3](=[O:4])[N:8]1[O:9][CH:10]([c:17]2[cH:18][cH:19][c:20]([O:23][CH2:24][CH3:25])[cH:21][cH:22]2)[C:11]([CH3:16])=[CH:12][CH:13]1[CH2:14][OH:15])([CH3:5])([CH3:6])[CH3:7].[CH3:27][OH:28].[ClH:26]>>[ClH:26].[NH:8]1[O:9][CH:10]([c:17]2[cH:18][cH:19][c:20]([O:23][CH2:24][CH3:25])[cH:21][cH:22]2)[C:11]([CH3:16])=[CH:12][CH:13]1[CH2:14][OH:15]. Starting materials: ClC1=CC=CC=2SC=CC21 (4-Chlorobenzo[b]thiophene), N1CCNCC1 (piperazine), C1(=CC=CC=C1)[B-](C1=CC=CC=C1)(C1=CC=CC=C1)C1=CC=CC=C1.C(C)(C)(C)[PH+](C(C)(C)C)C(C)(C)C (tri-tert-butylphosphonium tetraphenylborate), CC(C)([O-])C.[Na+] (sodium tert-butoxide). Reagents/catalysts: C(C)(=O)[O-].[Pd+2].C(C)(=O)[O-] (palladium acetate). The solvent is C=1(C(=CC=CC1)C)C (xylene), O (water). Run at time 30 minute. Product: Cl.N1(CCNCC1)C1=CC=CC=2SC=CC21 (4-(1-piperazinyl)benzo[b]thiophene hydrochloride). Reaction SMILES: [Cl:1][C:2]1[C:10]2[CH:9]=[CH:8][S:7][C:6]=2[CH:5]=[CH:4][CH:3]=1.[NH:11]1[CH2:16][CH2:15][NH:14][CH2:13][CH2:12]1.C1([B-](C2C=CC=CC=2)(C2C=CC=CC=2)C2C=CC=CC=2)C=CC=CC=1.C([PH+](C(C)(C)C)C(C)(C)C)(C)(C)C.CC(C)([O-])C.[Na+]>C([O-])(=O)C.[Pd+2].C([O-])(=O)C.O.C1(C)C(C)=CC=CC=1>[ClH:1].[N:11]1([C:2]2[C:10]3[CH:9]=[CH:8][S:7][C:6]=3[CH:5]=[CH:4][CH:3]=2)[CH2:16][CH2:15][NH:14][CH2:13][CH2:12]1 |f:2.3,4.5,6.7.8,11.12|. Procedure details: 4-Chlorobenzo[b]thiophene (5.00 g), piperazine (5.11 g), palladium acetate (II) (2.7 mg), tri-tert-butylphosphonium tetraphenylborate (6.2 mg), sodium tert-butoxide (8.548 g), and xylene (70 ml) were stirred at 120 to 130° C. for 5 hours. After the reaction mixture was cooled to room temperature, water was added thereto, and the layers were separated. The xylene layer was washed with water, and then with saline. After addition of activated carbon, the mixture was stirred at room temperature for ... The reactants are CCO, Cc1cc2cc(CO)nc(Cl)c2o1, [Na+], [OH-]. The product is Cc1cc2cc(CO)ncc2o1. As a reaction SMILES: [CH3:16][CH2:17][OH:18].[Cl:1][c:2]1[n:3][c:4]([CH2:12][OH:13])[cH:5][c:6]2[c:7]1[o:8][c:9]([CH3:11])[cH:10]2.[Na+:15].[OH-:14]>>[cH:2]1[n:3][c:4]([CH2:12][OH:13])[cH:5][c:6]2[c:7]1[o:8][c:9]([CH3:11])[cH:10]2. Starting materials: CC(C)(C)OC(=O)NCCCN, CC(C)(C)OC(=O)NCCCN(C(=O)c1cccs1)c1nc(-c2cc3ccccc3o2)cs1. Product: NCCCN(C(=O)c1cccs1)c1nc(-c2cc3ccccc3o2)cs1. RXN SMILES: [C:1]([O:2][C:3](=[O:4])[NH:5][CH2:6][CH2:7][CH2:8][NH2:9])([CH3:10])([CH3:11])[CH3:12].[o:13]1[c:14](-[c:22]2[n:23][c:24]([N:27]([C:28](=[O:29])[c:30]3[s:31][cH:32][cH:33][cH:34]3)[CH2:35][CH2:36][CH2:37][NH:38][C:39](=[O:40])[O:41][C:42]([CH3:43])([CH3:44])[CH3:45])[s:25][cH:26]2)[cH:15][c:16]2[c:17]1[cH:18][cH:19][cH:20][cH:21]2>>[o:13]1[c:14](-[c:22]2[n:23][c:24]([N:27]([C:28](=[O:29])[c:30]3[s:31][cH:32][cH:33][cH:34]3)[CH2:35][CH2:36][CH2:37][NH2:38])[s:25][cH:26]2)[cH:15][c:16]2[c:17]1[cH:18][cH:19][cH:20][cH:21]2.